This data is from the Open Reaction Database (ORD), a public repository of structured organic reaction records. The task is: describe an organic reaction: reactants, conditions, products, and yield Reactants: BrC=1C=C(C=CC1F)[N+](=O)[O-] (3-Bromo-4-fluoronitrobenzene), FC(CO)(F)F (2,2,2-trifluoroethanol), C([O-])([O-])=O.[K+].[K+] (potassium carbonate). The solvent is CN(C)C=O (DMF). Reaction conditions: temperature 90 celsius. Yields the product BrC=1C=C(C=CC1OCC(F)(F)F)N (3-Bromo-4-(2,2,2-trifluoro-ethoxy)-phenylamine). Isolated yield 97.0%. As a reaction SMILES: [Br:1][C:2]1[CH:3]=[C:4]([N+:9]([O-])=O)[CH:5]=[CH:6][C:7]=1F.[F:12][C:13]([F:17])([F:16])[CH2:14][OH:15].C(=O)([O-])[O-].[K+].[K+]>CN(C=O)C>[Br:1][C:2]1[CH:3]=[C:4]([NH2:9])[CH:5]=[CH:6][C:7]=1[O:15][CH2:14][C:13]([F:17])([F:16])[F:12] |f:2.3.4|. Procedure: 3-Bromo-4-fluoronitrobenzene (1.0 eq) was added to a stirring solution of 2,2,2-trifluoroethanol (1.1 eq) and potassium carbonate (2.0 eq) in DMF. The solution was heated for 18 hours at 90° C. at which time no starting material was apparent by LCMS. The solution was cooled and filtered through Celite and the plug washed with EtOAc. The organic layer is then washed with brine and water, dried over MgSO4, filtered and concentrated to yield the desired product 97% pure, 80% yield. LC Rt=2.975 min.... Reactants: O1CCOC12CCN(CC2)C(=O)C=2NC1=CC=C(C=C1C2)C(=O)N2CCN(CC2)C(C)C ((1,4-Dioxa-8-aza-spiro[4.5]dec-8-yl)-[5-(4-isopropyl-piperazine-1-carbonyl)-1H-indol-2-yl]-methanone), FC(C=1C=C(C=CC1)B(O)O)(F)F (3-(trifluoromethyl)phenylboronic acid), N1=CC=CC=C1 (pyridine). The reagents and catalysts are C(C)(=O)[O-].[Cu+2].C(C)(=O)[O-] (copper(II) acetate). Solvent: ClCCl (dichloromethane). Product: O1CCOC12CCN(CC2)C(=O)C=2N(C1=CC=C(C=C1C2)C(=O)N2CCN(CC2)C(C)C)C2=CC(=CC=C2)C(F)(F)F ((1,4-Dioxa-8-aza-spiro[4.5]dec-8-yl)-[5-(4-isopropyl-piperazine-1-carbonyl)-1-(3-trifluoromethyl-phenyl)-1H-indol-2-yl]-methanone). Yield: 55.0%. As a reaction SMILES: [O:1]1[C:5]2([CH2:10][CH2:9][N:8]([C:11]([C:13]3[NH:14][C:15]4[C:20]([CH:21]=3)=[CH:19][C:18]([C:22]([N:24]3[CH2:29][CH2:28][N:27]([CH:30]([CH3:32])[CH3:31])[CH2:26][CH2:25]3)=[O:23])=[CH:17][CH:16]=4)=[O:12])[CH2:7][CH2:6]2)[O:4][CH2:3][CH2:2]1.[F:33][C:34]([F:45])([F:44])[C:35]1[CH:36]=[C:37](B(O)O)[CH:38]=[CH:39][CH:40]=1.N1C=CC=CC=1>ClCCl.C([O-])(=O)C.[Cu+2].C([O-])(=O)C>[O:4]1[C:5]2([CH2:10][CH2:9][N:8]([C:11]([C:13]3[N:14]([C:39]4[CH:38]=[CH:37][CH:36]=[C:35]([C:34]([F:45])([F:44])[F:33])[CH:40]=4)[C:15]4[C:20]([CH:21]=3)=[CH:19][C:18]([C:22]([N:24]3[CH2:25][CH2:26][N:27]([CH:30]([CH3:32])[CH3:31])[CH2:28][CH2:29]3)=[O:23])=[CH:17][CH:16]=4)=[O:12])[CH2:7][CH2:6]2)[O:1][CH2:2][CH2:3]1 |f:4.5.6|. Procedure: The title compound was synthesized in analogy to example 66, from (1,4-dioxa-8-aza-spiro[4.5]dec-8-yl)-[5-(4-isopropyl-piperazine-1-carbonyl)-1H-indol-2-yl]-methanone (example 196), 3-(trifluoromethyl)phenylboronic acid, copper(II) acetate and pyridine in dichloromethane, to give the desired product as a colorless foam (55%). Reactants: Cc1cccc(-c2sc(C)nc2C(=O)O)c1, O=C(NCC1CC2CC2N1)C(F)(F)F. Yields the product Cc1cccc(-c2sc(C)nc2C(=O)N2C(CNC(=O)C(F)(F)F)CC3CC32)c1. RXN SMILES: [CH3:15][c:16]1[s:17][c:18](-[c:24]2[cH:25][c:26]([CH3:30])[cH:27][cH:28][cH:29]2)[c:19]([C:21](=[O:22])[OH:23])[n:20]1.[CH:1]12[NH:2][CH:3]([CH2:7][NH:8][C:9]([C:10]([F:11])([F:12])[F:13])=[O:14])[CH2:4][CH:5]1[CH2:6]2>>[CH:1]12[N:2]([C:21]([c:19]3[c:18](-[c:24]4[cH:25][c:26]([CH3:30])[cH:27][cH:28][cH:29]4)[s:17][c:16]([CH3:15])[n:20]3)=[O:22])[CH:3]([CH2:7][NH:8][C:9]([C:10]([F:11])([F:12])[F:13])=[O:14])[CH2:4][CH:5]1[CH2:6]2. Reactants: ClC1=CC=C(C=C1)C=CC(=O)C1=C(C=CC=C1)O (4-Chloro-2'-hydroxychalcone), C(C)O (ethanol), C(C)(=O)[O-].[Na+] (sodium acetate). Run in O (water), O (water). Conditions: time 8 hour. The product is ClC1=CC=C(C2OC3=CC=CC=C3C(C2)=O)C=C1 (4'-chloroflavanone). The yield is 29.0%. Reaction SMILES: [Cl:1][C:2]1[CH:7]=[CH:6][C:5]([CH:8]=[CH:9][C:10]([C:12]2[CH:17]=[CH:16][CH:15]=[CH:14][C:13]=2[OH:18])=[O:11])=[CH:4][CH:3]=1.C(O)C.C([O-])(=O)C.[Na+]>O>[Cl:1][C:2]1[CH:3]=[CH:4][C:5]([CH:8]2[CH2:9][C:10](=[O:11])[C:12]3[C:13](=[CH:14][CH:15]=[CH:16][CH:17]=3)[O:18]2)=[CH:6][CH:7]=1 |f:2.3|. Reported procedure: 4-Chloro-2'-hydroxychalcone (5.17 g) was boiled under reflux with a mixture of ethanol (250 ml.) and a solution or sodium acetate (anhydrous, 4.10 g) in water (25 ml.) for 5 hrs. The reaction mixture was diluted with water and allowed to stand overnight. The solid precipitate was filtered off, washed with water and dried. Recrystallisation from petroleum ether (b.p. 80°-100° C.) gave 4'-chloroflavanone (1.50 g.), m.p. 96°-98° C. Starting materials: [BH3-]C#N, CO, CC(=O)[O-], CC1CNCC(C)(C)C1=O, [NH4+], [Na+]. Yields the product CC1CNCC(C)(C)C1N. RXN SMILES: [C:16](#[N:17])[BH3-:18].[CH3:20][OH:21].[CH3:2][C:3](=[O:4])[O-:5].[CH3:6][C:7]1([CH3:15])[CH2:8][NH:9][CH2:10][CH:11]([CH3:14])[C:12]1=[O:13].[NH4+:1].[Na+:19]>>[CH3:6][C:7]1([CH3:15])[CH2:8][NH:9][CH2:10][CH:11]([CH3:14])[CH:12]1[NH2:17]. Starting materials: C(C)(=O)OCC (ethyl acetate), [OH-].[K+] (KOH), FC1=CC=C(CCNC(C2=CC=C(C=C2)C(F)(F)F)=O)C=C1 (N-(4-fluorophenethyl)-4-(trifluoromethyl)benzamide), O=P12OP3(=O)OP(=O)(O1)OP(=O)(O2)O3 (phosphoric pentoxide). The solvent is polyphosphoric acid, O (water). Conditions: temperature 165 celsius, time 15 minute. Product: FC1=CC=C2CCN=C(C2=C1)C1=CC=C(C=C1)C(F)(F)F (7-fluoro-1-(4-(trifluoromethyl)phenyl)-3,4-dihydroisoquinoline). As a reaction SMILES: [F:1][C:2]1[CH:22]=[CH:21][C:5]([CH2:6][CH2:7][NH:8][C:9](=O)[C:10]2[CH:15]=[CH:14][C:13]([C:16]([F:19])([F:18])[F:17])=[CH:12][CH:11]=2)=[CH:4][CH:3]=1.O=P12OP3(OP(OP(O3)(O1)=O)(=O)O2)=O.C(OCC)(=O)C.[OH-].[K+]>O>[F:1][C:2]1[CH:22]=[C:21]2[C:5]([CH2:6][CH2:7][N:8]=[C:9]2[C:10]2[CH:15]=[CH:14][C:13]([C:16]([F:19])([F:18])[F:17])=[CH:12][CH:11]=2)=[CH:4][CH:3]=1 |f:3.4|. Reported procedure: A suspension of N-(4-fluorophenethyl)-4-(trifluoromethyl)benzamide (5.3 g, 17.1 mmol) and phosphoric pentoxide (1.2 g, 8.6 mmol) in polyphosphoric acid (40 g) was heated at 165° C. for 4 h and The reaction was cooled to RT and ice was added followed by ethyl acetate (100 mL), KOH (3N, 25 mL), and water (75 mL). The mixture was stirred for 15 min and the organic layer was separated. The aqueous layer was neutralized with KOH (3N) till pH˜7.0 was achieved and extracted with ethyl acetate (250 mL).... RXN SMILES: [Cl:1][C:2]1[CH:10]=[C:9]([C:11]#[C:12][CH2:13][O:14][CH3:15])[C:5]2[O:6][CH2:7][O:8][C:4]=2[C:3]=1[NH:16][C:17]1[C:26]2[C:21](=[CH:22][C:23](OCCCCl)=[C:24]([O:27][CH3:28])[CH:25]=2)[N:20]=[CH:19][N:18]=1.[C:34]([N:37]1[CH2:42][CH2:41][NH:40][CH2:39][CH2:38]1)(=[O:36])[CH3:35].[I-].[Na+]>COCCO.ClCCl>[C:34]([N:37]1[CH2:42][CH2:41][N:40]([CH2:3][CH2:4][CH2:5][O:6][C:19]2[N:18]=[C:17]([NH:16][C:3]3[C:4]4[O:8][CH2:7][O:6][C:5]=4[C:9]([C:11]#[C:12][CH2:13][O:14][CH3:15])=[CH:10][C:2]=3[Cl:1])[C:26]3[C:21](=[CH:22][CH:23]=[C:24]([O:27][CH3:28])[CH:25]=3)[N:20]=2)[CH2:39][CH2:38]1)(=[O:36])[CH3:35] |f:2.3|. Isolated yield 145.0%. Starting materials: C(C)(=O)N1CCNCC1 (N-acetylpiperazine), ClC1=C(C2=C(OCO2)C(=C1)C#CCOC)NC1=NC=NC2=CC(=C(C=C12)OC)OCCCCl (N-[5-chloro-7-(3-methoxyprop-1-yn-1-yl)-1,3-benzodioxol-4-yl]-7-(3-chloropropoxy)-6-methoxyquinazolin-4-amine), [I-].[Na+] (sodium iodide). The product is C(C)(=O)N1CCN(CC1)CCCOC1=NC2=CC=C(C=C2C(=N1)NC1=C(C=C(C=2OCOC21)C#CCOC)Cl)OC (3-(4-acetylpiperazin-1-yl)propoxyl-N-[5-chloro-7-(3-methoxyprop-1-yn-1-yl)-1,3-benzodioxol-4-yl]-6-methoxyquinazolin-4-amine). Procedure details: N-[5-chloro-7-(3-methoxyprop-1-yn-1-yl)-1,3-benzodioxol-4-yl]-7-(3-chloropropoxy)-6-methoxyquinazolin-4-amine (0.158 g) was dissolved in 2-methoxyethanol (5 ml) and then N-acetylpiperazine (0.600 g) was added and the mixture heated to 105° C. A small amount of sodium iodide was added to the reaction mixture, and heating continued for a total of 2½ hours. The reaction mixture was cooled to room temperature and then diluted with dichloromethane. The mixture was washed with a water/brine (5/1) mixt... The solvent is ClCCl (dichloromethane), COCCO (2-methoxyethanol). Run at temperature 105 celsius. Starting materials: C1CCOC1, COc1cc(C=O)ccc1OCCN1CCCC1. Yields the product COc1cc(CO)ccc1OCCN1CCCC1. Reaction SMILES: [CH2:19]1[O:20][CH2:21][CH2:22][CH2:23]1.[CH3:1][O:2][c:3]1[cH:4][c:5]([CH:6]=[O:7])[cH:8][cH:9][c:10]1[O:11][CH2:12][CH2:13][N:14]1[CH2:15][CH2:16][CH2:17][CH2:18]1>>[CH3:1][O:2][c:3]1[cH:4][c:5]([CH2:6][OH:7])[cH:8][cH:9][c:10]1[O:11][CH2:12][CH2:13][N:14]1[CH2:15][CH2:16][CH2:17][CH2:18]1. Starting materials: N1(C=NC=C1)C1=CC=C(C=C1)O (4-(1H-imidazol-1-yl)phenol), [H-].[Na+] (NaH), [Na] (sodium), ClC/C=C/CN1C(C2=CC=CC=C2C1=O)=O ((E)-2-[4-chloro-2-buten-1-yl)-1H-isoindole-1,3(2H)-dione). The solvent is CN(C=O)C (dimethylformamide). The product is N1(C=NC=C1)C1=CC=C(OC/C=C/CN2C(C3=CC=CC=C3C2=O)=O)C=C1 ((E)-2-[4-[4-(1H-Imidazol-1-yl)phenoxy]-2-buten-1-yl]-1H-isoindole-1,3(2H)-dione). RXN SMILES: [N:1]1([C:6]2[CH:11]=[CH:10][C:9]([OH:12])=[CH:8][CH:7]=2)[CH:5]=[CH:4][N:3]=[CH:2]1.[H-].[Na+].[Na].Cl[CH2:17]/[CH:18]=[CH:19]/[CH2:20][N:21]1[C:29](=[O:30])[C:28]2[C:23](=[CH:24][CH:25]=[CH:26][CH:27]=2)[C:22]1=[O:31]>CN(C)C=O>[N:1]1([C:6]2[CH:11]=[CH:10][C:9]([O:12][CH2:17]/[CH:18]=[CH:19]/[CH2:20][N:21]3[C:29](=[O:30])[C:28]4[C:23](=[CH:24][CH:25]=[CH:26][CH:27]=4)[C:22]3=[O:31])=[CH:8][CH:7]=2)[CH:5]=[CH:4][N:3]=[CH:2]1 |f:1.2,^1:14|. Procedure details: A solution of 16.0 g of 4-(1H-imidazol-1-yl)phenol in 250 ml of dimethylformamide, is treated with 4.2 g of 60% NaH. To the suspension of the sodium salt, 23.5 g of (E)-2-[4-chloro-2-buten-1-yl)-1H-isoindole-1,3(2H)-dione is added, and the reaction mixture stirred and heated on the steam bath for 16 hours. The dimethylformamide is removed in vacuo, and the residue stirred with 250 ml of water. The insolubles are collected, washed with water, and dried. Recrystallization from ethanol gives the de... Starting materials: COc1ccc(CN2C(=O)N(C)C(C[N+](=O)[O-])(C(F)(F)F)c3cc(Br)ccc32)cc1, C1CCOC1, CO, [Cl-], [Fe], [NH4+], O. Yields the product COc1ccc(CN2C(=O)N(C)C(CN)(C(F)(F)F)c3cc(Br)ccc32)cc1. RXN SMILES: [Br:1][c:2]1[cH:3][c:4]2[c:9]([cH:10][cH:11]1)[N:8]([CH2:12][c:13]1[cH:14][cH:15][c:16]([O:19][CH3:20])[cH:17][cH:18]1)[C:7](=[O:21])[N:6]([CH3:22])[C:5]2([C:23]([F:24])([F:25])[F:26])[CH2:27][N+:28]([O-:29])=[O:30].[CH2:36]1[O:37][CH2:38][CH2:39][CH2:40]1.[CH3:31][OH:32].[Cl-:34].[Fe:41].[NH4+:35].[OH2:33]>>[Br:1][c:2]1[cH:3][c:4]2[c:9]([cH:10][cH:11]1)[N:8]([CH2:12][c:13]1[cH:14][cH:15][c:16]([O:19][CH3:20])[cH:17][cH:18]1)[C:7](=[O:21])[N:6]([CH3:22])[C:5]2([C:23]([F:24])([F:25])[F:26])[CH2:27][NH2:28].